Dataset: the Open Reaction Database (ORD), a public repository of structured organic reaction records. Task: describe an organic reaction: reactants, conditions, products, and yield Starting materials: C(=O)(OC)CCCC\C=C/C1C(CC(C1=O)=O)=O (2-(6-carbomethoxy-cis-hexenyl)-cyclopentane-1,3,4-trione), CC1(OCCO1)CCC#C (2-methyl-2-(3-butynyl)-1,3-dioxolane), O=C(CCC#CCCCC(=O)O)C (9-oxo-5-decynoic acid), O=C(CC\C=C/CCCC(=O)[O-])C (9-oxo-cis-5-decenoate), O=C(CC\C=C/CCCC(=O)OC)C (methyl 9-oxo-cis-5-decenoate), C(C(=O)OCC)(=O)OCC (diethyl oxalate), O=C(CCC#CCCCC(=O)OC)C (methyl 9-oxo-5-decynoate). Product: C(=O)(OC)CCC\C=C/CC1C(C(C(C1=O)=O)C(=O)C(=O)OCC)=O (2-(6-carbomethoxy-cis-2-hexenyl)-5-ethoxalyl-cyclopentane-1,3,4-trione). RXN SMILES: [C:1]([CH2:5][CH2:6][CH2:7][CH2:8]/[CH:9]=[CH:10]\[CH:11]1[C:15](=[O:16])[C:14](=[O:17])[CH2:13][C:12]1=[O:18])([O:3][CH3:4])=[O:2].CC1(CCC#C)OCCO1.O=C(C)CCC#CCCCC(O)=O.O=C(C)CCC#CCCCC(OC)=O.O=C(C)CC/C=C\CCCC([O-])=O.O=C(C)CC/C=C\CCCC(OC)=O.[C:83](OCC)(=[O:89])[C:84]([O:86][CH2:87][CH3:88])=[O:85]>>[C:1]([CH2:5][CH2:6][CH2:7]/[CH:8]=[CH:9]\[CH2:10][CH:11]1[C:15](=[O:16])[C:14](=[O:17])[CH:13]([C:83]([C:84]([O:86][CH2:87][CH3:88])=[O:85])=[O:89])[C:12]1=[O:18])([O:3][CH3:4])=[O:2]. Procedure details: In a process for the synthesis of 2-(6-carbomethoxy-cis-hexenyl)-cyclopentane-1,3,4-trione by stepwise converting 2-methyl-2-(3-butynyl)-1,3-dioxolane to 9-oxo-5-decynoic acid, esterifying that acid to methyl 9-oxo-5-decynoate, reducing the latter to 9-oxo-cis-5-decenoate, condensing the methyl 9-oxo-cis-5-decenoate with diethyl oxalate to obtain 2-(6-carbomethoxy-cis-2-hexenyl)-5-ethoxalyl-cyclopentane-1,3,4-trione as an intermediate, and hydrolyzing the intermediate to obtain 2-(6-carbomethoxy...